This data is from the Open Reaction Database (ORD), a public repository of structured organic reaction records. The task is: describe an organic reaction: reactants, conditions, products, and yield Starting materials: [N+](=O)([O-])C=1C=C(C(=O)O)C=C(C1)C(F)(F)F (3-nitro-5-(trifluoromethyl)benzoic acid). The reagents and catalysts are [Pd] (Pd/C). Solvent: CO (MeOH). Reaction conditions: time 3 hour. Product: NC=1C=C(C(=O)O)C=C(C1)C(F)(F)F (3-amino-5-(trifluoromethyl)benzoic acid). The yield is 90.1%. As a reaction SMILES: [N+:1]([C:4]1[CH:5]=[C:6]([CH:10]=[C:11]([C:13]([F:16])([F:15])[F:14])[CH:12]=1)[C:7]([OH:9])=[O:8])([O-])=O>CO.[Pd]>[NH2:1][C:4]1[CH:5]=[C:6]([CH:10]=[C:11]([C:13]([F:14])([F:15])[F:16])[CH:12]=1)[C:7]([OH:9])=[O:8]. Procedure details: A solution of 3-nitro-5-(trifluoromethyl)benzoic acid (5.4 g, 23 mmol) in MeOH (115 mL) was charged with 5% Pd/C, Degussa (1.09 g). The reaction vessel was purged with hydrogen and stirred under a hydrogen atmosphere (1 atm) for 3 h. The mixture was filtered and the filtrate was concentrated in vacuo to provide 3-amino-5-(trifluoromethyl)benzoic acid (4.25 g). This material was incorporated into procedure (80a) to provide 3-benzylamino-5-(trifluoromethyl)benzoic acid, a portion (17 mg, 0.06 mmol...